This data is from the Open Reaction Database (ORD), a public repository of structured organic reaction records. The task is: describe an organic reaction: reactants, conditions, products, and yield The reactants are CC(C)(C)C(=O)N1CCc2cc(OCc3ccccc3)ccc2C1c1ccc(OCCN2CCCC2)cc1, CO, O=C[O-], [NH4+]. The product is CC(C)(C)C(=O)N1CCc2cc(O)ccc2C1c1ccc(OCCN2CCCC2)cc1. RXN SMILES: [CH2:1]([c:2]1[cH:3][cH:4][cH:5][cH:6][cH:7]1)[O:8][c:9]1[cH:10][c:11]2[c:16]([cH:17][cH:18]1)[CH:15]([c:19]1[cH:20][cH:21][c:22]([O:25][CH2:26][CH2:27][N:28]3[CH2:29][CH2:30][CH2:31][CH2:32]3)[cH:23][cH:24]1)[N:14]([C:33]([C:34]([CH3:35])([CH3:36])[CH3:37])=[O:38])[CH2:13][CH2:12]2.[CH3:43][OH:44].[CH:39]([O-:40])=[O:41].[NH4+:42]>>[OH:8][c:9]1[cH:10][c:11]2[c:16]([cH:17][cH:18]1)[CH:15]([c:19]1[cH:20][cH:21][c:22]([O:25][CH2:26][CH2:27][N:28]3[CH2:29][CH2:30][CH2:31][CH2:32]3)[cH:23][cH:24]1)[N:14]([C:33]([C:34]([CH3:35])([CH3:36])[CH3:37])=[O:38])[CH2:13][CH2:12]2. Reactants: FC1=C(OC2=CC=NC3=CC(=C(C=C23)OC)OC)C=CC(=C1)[N+](=O)[O-] (4-(2-Fluoro-4-nitrophenoxy)-6,7-dimethoxy-quinoline), [H][H] (hydrogen). The reagents and catalysts are [OH-].[Pd+2].[OH-] (Palladium hydroxide). Solvent: C(C)(=O)OCC.CN(C=O)C.C(C)N(CC)CC (ethyl acetate N,N-dimethylformamide triethylamine). Yields the product COC=1C=C2C(=CC=NC2=CC1OC)OC1=C(C=C(N)C=C1)F (4-[(6,7-Dimethoxy-4-quinolyl)oxy]-3-fluoroaniline). RXN SMILES: [F:1][C:2]1[CH:22]=[C:21]([N+:23]([O-])=O)[CH:20]=[CH:19][C:3]=1[O:4][C:5]1[C:14]2[C:9](=[CH:10][C:11]([O:17][CH3:18])=[C:12]([O:15][CH3:16])[CH:13]=2)[N:8]=[CH:7][CH:6]=1.[H][H]>C(OCC)(=O)C.CN(C)C=O.C(N(CC)CC)C.[OH-].[Pd+2].[OH-]>[CH3:16][O:15][C:12]1[CH:13]=[C:14]2[C:9](=[CH:10][C:11]=1[O:17][CH3:18])[N:8]=[CH:7][CH:6]=[C:5]2[O:4][C:3]1[CH:19]=[CH:20][C:21]([NH2:23])=[CH:22][C:2]=1[F:1] |f:2.3.4,5.6.7|. Reported procedure: 4-Chloro-6,7-dimethoxyquinazoline (10.23 g) and 2-fluoro-4-nitrophenol (14.37 g) were suspended in monochlorobenzene (100 ml), and the suspension was heated under reflux overnight. The solvent was removed by distillation under the reduced pressure, and the residue was washed with toluene, was filtered, and was dried. The crystal thus obtained was then suspended in an aqueous sodium hydroxide solution, and the suspension was filtered, followed by drying to give 4-(3-fluoro-4-nitrophenoxy)-6,7-dim... Reactants: NC=1C=C(C=CC1)C(=O)C1=C(C(=CC(=C1)C=1C(=NC=CC1)OC)C(C)(C)C)OC ((3-amino-phenyl)-[3-tert-butyl-2-methoxy-5-(2-methoxy-pyridin-3-yl)-phenyl]-methanone), Br (HBr), C(=O)(O)[O-].[Na+] (NaHCO3). Solvent: CC(=O)O (AcOH). The product is NC=1C=C(C(=O)C=2C=C(C=C(C2OC)C(C)(C)C)C=2C(NC=CC2)=O)C=CC1 (3-[3-(3-amino-benzoyl)-5-tert-butyl-4-methoxy-phenyl]-1H-pyridin-2-one). Yield: 66.0%. Reaction SMILES: [NH2:1][C:2]1[CH:3]=[C:4]([C:8]([C:10]2[CH:15]=[C:14]([C:16]3[C:17]([O:22]C)=[N:18][CH:19]=[CH:20][CH:21]=3)[CH:13]=[C:12]([C:24]([CH3:27])([CH3:26])[CH3:25])[C:11]=2[O:28][CH3:29])=[O:9])[CH:5]=[CH:6][CH:7]=1.Br.C([O-])(O)=O.[Na+]>CC(O)=O>[NH2:1][C:2]1[CH:3]=[C:4]([CH:5]=[CH:6][CH:7]=1)[C:8]([C:10]1[CH:15]=[C:14]([C:16]2[C:17](=[O:22])[NH:18][CH:19]=[CH:20][CH:21]=2)[CH:13]=[C:12]([C:24]([CH3:27])([CH3:26])[CH3:25])[C:11]=1[O:28][CH3:29])=[O:9] |f:2.3|. Procedure: step 3—A solution of 36 (69 mg, 0.177 mmol), 48% HBr (0.075 mL, 0.654 mmol) and AcOH (3 mL) in a sealed tube was heated overnight at 60° C. The reaction mixture was cooled to RT, carefully poured into a cold saturated aqueous NaHCO3 solution and then extracted with EtOAc. The organic layer was washed with brine, dried (Na2SO4), filtered and concentrated. The crude residue was purified on a preparative SiO2 TLC plate developed with EtOAc/hexanes to afford 44 mg (66% yield) of 3-[3-(3-amino-benzoy... Starting materials: N1C=CC2=CC=CC=C12 (1H-indole), IC1=C(C=CC=C1)[N+](=O)[O-] (1-iodo-2-nitrobenzene). Product: [N+](=O)([O-])C1=C(C=CC=C1)N1C=CC2=CC=CC=C12 (1-(2-NITROPHENYL)-1H-INDOLE). Reaction SMILES: [NH:1]1[C:9]2[C:4](=[CH:5][CH:6]=[CH:7][CH:8]=2)[CH:3]=[CH:2]1.I[C:11]1[CH:16]=[CH:15][CH:14]=[CH:13][C:12]=1[N+:17]([O-:19])=[O:18]>>[N+:17]([C:12]1[CH:13]=[CH:14][CH:15]=[CH:16][C:11]=1[N:1]1[C:9]2[C:4](=[CH:5][CH:6]=[CH:7][CH:8]=2)[CH:3]=[CH:2]1)([O-:19])=[O:18]. Reported procedure: Prepared by Procedure C and Scheme O using 1H-indole and 1-iodo-2-nitrobenzene: ESMS m/e: 238.2 (M+H)+. Run at time 1 hour. Reaction SMILES: [F:1][C:2]1[C:10]2[C:5](=[C:6]([N:11]([CH3:20])[S:12]([C:15]3[S:16][CH:17]=[CH:18][CH:19]=3)(=[O:14])=[O:13])[CH:7]=[CH:8][CH:9]=2)[NH:4][C:3]=1[C:21]1[S:22][CH:23]([CH2:26][C:27]([O:29]CC)=[O:28])[CH2:24][N:25]=1.[OH-].[Na+].Cl>O1CCCC1.C(O)C>[F:1][C:2]1[C:10]2[C:5](=[C:6]([N:11]([CH3:20])[S:12]([C:15]3[S:16][CH:17]=[CH:18][CH:19]=3)(=[O:13])=[O:14])[CH:7]=[CH:8][CH:9]=2)[NH:4][C:3]=1[C:21]1[S:22][CH:23]([CH2:26][C:27]([OH:29])=[O:28])[CH2:24][N:25]=1 |f:1.2|. Product: FC1=C(NC2=C(C=CC=C12)N(S(=O)(=O)C=1SC=CC1)C)C=1SC(CN1)CC(=O)O ((2-{3-fluoro-7-[methyl(2-thienylsulfonyl)amino]-1H-indol-2-yl}-4,5-dihydro-1,3-thiazol-5-yl)acetic acid). Procedure details: To a solution of ethyl (2-{3-fluoro-7-[methyl(2-thienylsulfonyl)amino]-1H-indol-2-yl}-4,5-dihydro-1,3-thiazol-5-yl)acetate (0.1 g) in tetrahydrofuran (1 mL) and ethanol (1 mL) was added 2N aqueous sodium hydroxide solution (0.15 mL), and the mixture was stirred at room temperature for 1 hr, and then at 50° C. for 1 hr. The mixture was acidified with 1N hydrochloric acid, and extracted with ethyl acetate. The organic layer was washed with water and saturated brine, dried (MgSO4), and concentrated... Run in O1CCCC1 (tetrahydrofuran), C(C)O (ethanol). Yield: 84.9%. Starting materials: FC1=C(NC2=C(C=CC=C12)N(S(=O)(=O)C=1SC=CC1)C)C=1SC(CN1)CC(=O)OCC (ethyl (2-{3-fluoro-7-[methyl(2-thienylsulfonyl)amino]-1H-indol-2-yl}-4,5-dihydro-1,3-thiazol-5-yl)acetate), [OH-].[Na+] (sodium hydroxide), Cl (hydrochloric acid). Starting materials: N#N (N2), C(C)(C)(C)[Si](OC(C)C=1OC(=CN1)CN1N=CC(=N1)NC(=O)C=1N=C(OC1C=1C=C(C=CC1)C)C)(C)C (2-methyl-5-m-tolyl-oxazole-4-carboxylic acid (2-{2-[1-(tert-butyl-dimethyl-silanyloxy)-ethyl]-oxazol-5-ylmethyl}-2H-[1,2,3]triazol-4-yl)-amide), CCCC[N+](CCCC)(CCCC)CCCC.[F-] (TBAF), solution. Run in C1CCOC1 (THF), C1CCOC1 (THF), CC(OCC)=O (EA). Run at temperature 0 celsius, time 45 minute. The product is OC(C)C=1OC(=CN1)CN1N=CC(=N1)NC(=O)C=1N=C(OC1C=1C=C(C=CC1)C)C (2-Methyl-5-m-tolyl-oxazole-4-carboxylic acid {2-[2-(1-hydroxy-ethyl)-oxazol-5-ylmethyl]-2H-[1,2,3]triazol-4-yl}-amide). Reaction SMILES: N#N.C([Si](C)(C)[O:8][CH:9]([C:11]1[O:12][C:13]([CH2:16][N:17]2[N:21]=[C:20]([NH:22][C:23]([C:25]3[N:26]=[C:27]([CH3:37])[O:28][C:29]=3[C:30]3[CH:31]=[C:32]([CH3:36])[CH:33]=[CH:34][CH:35]=3)=[O:24])[CH:19]=[N:18]2)=[CH:14][N:15]=1)[CH3:10])(C)(C)C.CCCC[N+](CCCC)(CCCC)CCCC.[F-]>C1COCC1.CC(=O)OCC>[OH:8][CH:9]([C:11]1[O:12][C:13]([CH2:16][N:17]2[N:21]=[C:20]([NH:22][C:23]([C:25]3[N:26]=[C:27]([CH3:37])[O:28][C:29]=3[C:30]3[CH:31]=[C:32]([CH3:36])[CH:33]=[CH:34][CH:35]=3)=[O:24])[CH:19]=[N:18]2)=[CH:14][N:15]=1)[CH3:10] |f:2.3|. Procedure: In a flame dried round-bottomed flask equipped with a magnetic stir bar and under inert atmosphere (N2), a solution of 2-methyl-5-m-tolyl-oxazole-4-carboxylic acid (2-{2-[1-(tert-butyl-dimethyl-silanyloxy)-ethyl]-oxazol-5-ylmethyl}-2H-[1,2,3]triazol-4-yl)-amide (109 mg, 0.21 mmol) in dry THF (2.0 mL) was treated at 0° C. with TBAF (0.41 mL of a 1M solution in THF, 0.41 mmol). The reaction mixture was stirred at 0° C. for 45 min. The mixture was then diluted with EA (10 mL), washed with NaHCO3 (1... Reactants: NC=1C=C2CCCC2=CC1 (5-aminoindan), C(C)(=O)OC(C)=O (acetic anhydride), N1=CC=CC=C1 (pyridine). The solvent is C(C)(=O)OCC (ethyl acetate). Run at time 16 hour. The product is C(C)(=O)NC=1C=C2CCCC2=CC1 (5-Acetamidoindan). RXN SMILES: [NH2:1][C:2]1[CH:3]=[C:4]2[C:8](=[CH:9][CH:10]=1)[CH2:7][CH2:6][CH2:5]2.[C:11](OC(=O)C)(=[O:13])[CH3:12].N1C=CC=CC=1>C(OCC)(=O)C>[C:11]([NH:1][C:2]1[CH:3]=[C:4]2[C:8](=[CH:9][CH:10]=1)[CH2:7][CH2:6][CH2:5]2)(=[O:13])[CH3:12]. Procedure: A mixture of 5-aminoindan (100 g), acetic anhydride (84 g), pyridine (65 g) and ethyl acetate (500 ml) was stirred at ambient temperature for 16 hours. The mixture was evaporated and the residue was triturated under diethyl ether (800 ml). The solid was filtered off, washed with diethyl ether (500 ml) and with hexane (500 ml) and dried. There was thus obtained 5-acetamidoindan (104.5 g), m.p. 107° C.